From a dataset of the Open Reaction Database (ORD), a public repository of structured organic reaction records. describe an organic reaction: reactants, conditions, products, and yield The reactants are CN(CC(=O)O)NC(=O)NCc1cccc2ccccc12, CCOC(OCC)C(C)N(Cc1csc2ccccc12)C(=O)C(N)CC(=O)NC(c1ccccc1)(c1ccccc1)c1ccccc1. The product is CCOC(OCC)C(C)N(Cc1csc2ccccc12)C(=O)C(CC(=O)NC(c1ccccc1)(c1ccccc1)c1ccccc1)NC(=O)CN(C)NC(=O)NCc1cccc2ccccc12. As a reaction SMILES: [CH3:1][N:2]([NH:3][C:4]([NH:5][CH2:6][c:7]1[cH:8][cH:9][cH:10][c:11]2[cH:12][cH:13][cH:14][cH:15][c:16]12)=[O:17])[CH2:18][C:19](=[O:20])[OH:21].[NH2:22][CH:23]([C:24](=[O:25])[N:26]([CH:27]([CH:28]([O:29][CH2:30][CH3:31])[O:32][CH2:33][CH3:34])[CH3:35])[CH2:36][c:37]1[c:38]2[c:39]([s:40][cH:41]1)[cH:42][cH:43][cH:44][cH:45]2)[CH2:46][C:47](=[O:48])[NH:49][C:50]([c:51]1[cH:52][cH:53][cH:54][cH:55][cH:56]1)([c:57]1[cH:58][cH:59][cH:60][cH:61][cH:62]1)[c:63]1[cH:64][cH:65][cH:66][cH:67][cH:68]1>>[CH3:1][N:2]([NH:3][C:4]([NH:5][CH2:6][c:7]1[cH:8][cH:9][cH:10][c:11]2[cH:12][cH:13][cH:14][cH:15][c:16]12)=[O:17])[CH2:18][C:19](=[O:21])[NH:22][CH:23]([C:24](=[O:25])[N:26]([CH:27]([CH:28]([O:29][CH2:30][CH3:31])[O:32][CH2:33][CH3:34])[CH3:35])[CH2:36][c:37]1[c:38]2[c:39]([s:40][cH:41]1)[cH:42][cH:43][cH:44][cH:45]2)[CH2:46][C:47](=[O:48])[NH:49][C:50]([c:51]1[cH:52][cH:53][cH:54][cH:55][cH:56]1)([c:57]1[cH:58][cH:59][cH:60][cH:61][cH:62]1)[c:63]1[cH:64][cH:65][cH:66][cH:67][cH:68]1. Starting materials: C(C)C1=CC=C(C(=O)Cl)C=C1 (4-Ethylbenzoyl chloride), ClC1=CC=C(C=C1)C1=NOC(N1N)(C)C (3-(4-chloro-phenyl)-5,5-dimethyl-[1,2,4]oxadiazol-4-ylamine), C(=O)([O-])[O-].[K+].[K+] (K2CO3). Run in C(C)(=O)OCC (ethyl acetate). Reaction conditions: time 41 hour. Product: ClC1=CC=C(C=C1)C1=NOC(N1NC(C1=CC(=CC=C1)CC)=O)(C)C (N-[3-(4-chloro-phenyl)-5,5-dimethyl-[1,2,4]oxadiazol-4-yl]-3-ethyl-benzamide). Reaction SMILES: [CH2:1]([C:3]1[CH:11]=[CH:10][C:6](C(Cl)=O)=[CH:5][CH:4]=1)[CH3:2].[Cl:12][C:13]1[CH:18]=[CH:17][C:16]([C:19]2[N:23]([NH2:24])[C:22]([CH3:26])([CH3:25])[O:21][N:20]=2)=[CH:15][CH:14]=1.[C:27]([O-:30])([O-])=O.[K+].[K+]>C(OCC)(=O)C>[Cl:12][C:13]1[CH:14]=[CH:15][C:16]([C:19]2[N:23]([NH:24][C:27](=[O:30])[C:5]3[CH:6]=[CH:10][CH:11]=[C:3]([CH2:1][CH3:2])[CH:4]=3)[C:22]([CH3:26])([CH3:25])[O:21][N:20]=2)=[CH:17][CH:18]=1 |f:2.3.4|. Procedure: 4-Ethylbenzoyl chloride (78.4 mg, 0.466 mmol) and 3-(4-chloro-phenyl)-5,5-dimethyl-[1,2,4]oxadiazol-4-ylamine (100 mg, 0.444 mmol) were dissolved in 4 mL of ethyl acetate in a 20 mL vial. With magnetic stirring, an aqueous solution of K2CO3 (2 mL, 0.166 g/mL) was added, and the mixture was stirred at room temperature for 18-64 hours. The reaction mixture was transferred to a separatory funnel. The organic phase was removed and evaporated to dryness under vacuum at room temperature and then at 50... The reactants are O=C([O-])[O-], COCCOS(=O)(=O)c1ccc(C)cc1, [I-], [K+], [K+], [K+], CC1NC(=O)NN=C1c1ccc(N)cc1, CN(C)C=O. Yields the product COCCNc1ccc(C2=NNC(=O)NC2C)cc1. As a reaction SMILES: [C:33](=[O:34])([O-:35])[O-:36].[CH3:16][O:17][CH2:18][CH2:19][O:20][S:21]([c:22]1[cH:23][cH:24][c:25]([CH3:26])[cH:27][cH:28]1)(=[O:29])=[O:30].[I-:32].[K+:31].[K+:37].[K+:38].[NH2:1][c:2]1[cH:3][cH:4][c:5]([C:8]2=[N:13][NH:12][C:11](=[O:14])[NH:10][CH:9]2[CH3:15])[cH:6][cH:7]1.[O:39]=[CH:40][N:41]([CH3:42])[CH3:43]>>[NH:1]([c:2]1[cH:3][cH:4][c:5]([C:8]2=[N:13][NH:12][C:11](=[O:14])[NH:10][CH:9]2[CH3:15])[cH:6][cH:7]1)[CH2:19][CH2:18][O:17][CH3:16]. Reactants: FC(OC=1C=C(C=CC1)B1OC(C(O1)(C)C)(C)C)F (2-(3-(Difluoromethoxy)phenyl)-4,4,5,5-tetramethyl-1,3,2-dioxaborolane), CC1(C(CCC1)C=1C=C(C(=O)OC)C=CC1OS(=O)(=O)C(F)(F)F)C (Methyl 3-(2,2-dimethylcyclopentyl)-4-(trifluoromethylsulfonyloxy)benzoate), COC=1C=CC=C(C1C=2C=CC=CC2P(C3CCCCC3)C4CCCCC4)OC (S-Phos), [O-]P(=O)([O-])[O-].[K+].[K+].[K+] (potassium phosphate tribasic). The reagents and catalysts are C(C)(=O)[O-].[Pd+2].C(C)(=O)[O-] (palladium acetate). The solvent is CN(C)C=O (DMF), O (water). Reaction conditions: temperature 75 celsius, time 16 hour. Yields the product FC(OC=1C=C(C=CC1)C1=C(C=C(C=C1)C(=O)OC)C1C(CCC1)(C)C)F (Methyl 3′-((difluoromethyl)oxy)-2-(2,2-dimethylcyclopentyl)-1,1′-biphenyl-4-carboxylate). The yield is 65.5%. Reaction SMILES: [CH3:1][C:2]1([CH3:25])[CH2:6][CH2:5][CH2:4][CH:3]1[C:7]1[CH:8]=[C:9]([CH:14]=[CH:15][C:16]=1OS(C(F)(F)F)(=O)=O)[C:10]([O:12][CH3:13])=[O:11].COC1C=CC=C(OC)C=1C1C=CC=CC=1P(C1CCCCC1)C1CCCCC1.[O-]P([O-])([O-])=O.[K+].[K+].[K+].[F:63][CH:64]([F:81])[O:65][C:66]1[CH:67]=[C:68](B2OC(C)(C)C(C)(C)O2)[CH:69]=[CH:70][CH:71]=1>CN(C=O)C.O.C([O-])(=O)C.[Pd+2].C([O-])(=O)C>[F:63][CH:64]([F:81])[O:65][C:66]1[CH:71]=[C:70]([C:16]2[CH:15]=[CH:14][C:9]([C:10]([O:12][CH3:13])=[O:11])=[CH:8][C:7]=2[CH:3]2[CH2:4][CH2:5][CH2:6][C:2]2([CH3:25])[CH3:1])[CH:69]=[CH:68][CH:67]=1 |f:2.3.4.5,9.10.11|. Procedure: A stirred mixture of 66.11F (0.48 g, 1.26 mmol), ground S-Phos (104.8 mg, 0.255 mmol), palladium acetate (29.1 mg, 0.130 mmol), and potassium phosphate tribasic (0.6727 g, 3.17 mmol) in dry DMF (5.0 mL) was purged with argon and placed under vacuum (repeated three times). Before heating, 66.11B (0.512 g, 1.89 mmol) was added via syringe, and then the mixture was heated to 75° C. After 16 hours, the reaction was cooled to room temperature, diluted with water and extracted three times with EtOAc. ... Starting materials: CCOC(=O)C1CC(O)CC1CC, CCO, CCOC(=O)C1CC(OC(=O)c2ccc([N+](=O)[O-])cc2)CC1CC, [Na+], [OH-]. Product: CCOC(=O)C1CC(O)CC1CC. As a reaction SMILES: [CH2:30]([CH:31]1[CH2:32][CH:33]([OH:34])[CH2:35][CH:36]1[C:37]([O:38][CH2:39][CH3:40])=[O:41])[CH3:42].[CH3:27][CH2:28][OH:29].[N+:3]([c:4]1[cH:5][cH:6][c:7]([C:8](=[O:9])[O:12][CH:13]2[CH2:14][CH:15]([C:20](=[O:21])[O:22][CH2:23][CH3:24])[CH:16]([CH2:18][CH3:19])[CH2:17]2)[cH:10][cH:11]1)([O-:25])=[O:26].[Na+:2].[OH-:1]>>[OH:12][CH:13]1[CH2:14][CH:15]([C:20](=[O:21])[O:22][CH2:23][CH3:24])[CH:16]([CH2:18][CH3:19])[CH2:17]1. Reactants: OC1CC(C2CCC(=C2CC1)C)C (6-hydroxy-1,4-dimethyl-2,3,3a, 4,5,6,7,8-octahydroazulene). Reagents/catalysts: [Pd] (palladium-on-carbon). Solvent: C(C)O (ethanol). The product is OC1CC(C2CCC(C2CC1)C)C (6-hydroxy-1,4-dimethyl-perhydroazulene). Isolated yield 68.7%. Reaction SMILES: [OH:1][CH:2]1[CH2:11][CH2:10][C:9]2[CH:5]([CH2:6][CH2:7][C:8]=2[CH3:12])[CH:4]([CH3:13])[CH2:3]1>C(O)C.[Pd]>[OH:1][CH:2]1[CH2:11][CH2:10][CH:9]2[CH:5]([CH2:6][CH2:7][CH:8]2[CH3:12])[CH:4]([CH3:13])[CH2:3]1. Procedure details: 3.6 g of 6-hydroxy-1,4-dimethyl-2,3,3a, 4,5,6,7,8-octahydroazulene were hydrogenated in 25 ml of ethanol with 500 mg of palladium-on-carbon (10%). The reaction mixture was filtered, the filtrate evaporated and distilled under reduced pressure in a bulb-tube. There were obtained 2.5 g of 6-hydroxy-1,4-dimethyl-perhydroazulene; b.p.0.005 ca 82°; IR(film):νmax = 3360, 1460, 1375, 1030, 975 cm-1. The compound has a fresh, woody, earthy odour somewhat reminiscent of vetiver. Reactants: O=C([O-])[O-], CN(C)C=O, O=C(CC1CC1)Nc1cn2nc(I)ccc2n1, Cc1cc(C(=O)Nc2cc(O)ccc2F)n(C)n1, [K+], [K+]. Product: Cc1cc(C(=O)Nc2cc(Oc3ccc4nc(NC(=O)CC5CC5)cn4n3)ccc2F)n(C)n1. RXN SMILES: [C:36](=[O:37])([O-:38])[O-:39].[CH3:42][N:43]([CH3:44])[CH:45]=[O:46].[CH:1]1([CH2:4][C:5](=[O:6])[NH:7][c:8]2[n:9][c:10]3[n:11]([n:12][c:13]([I:16])[cH:14][cH:15]3)[cH:17]2)[CH2:2][CH2:3]1.[F:18][c:19]1[c:20]([NH:26][C:27](=[O:28])[c:29]2[cH:30][c:31]([CH3:35])[n:32][n:33]2[CH3:34])[cH:21][c:22]([OH:25])[cH:23][cH:24]1.[K+:40].[K+:41]>>[CH:1]1([CH2:4][C:5](=[O:6])[NH:7][c:8]2[n:9][c:10]3[n:11]([n:12][c:13]([O:25][c:22]4[cH:21][c:20]([NH:26][C:27](=[O:28])[c:29]5[cH:30][c:31]([CH3:35])[n:32][n:33]5[CH3:34])[c:19]([F:18])[cH:24][cH:23]4)[cH:14][cH:15]3)[cH:17]2)[CH2:2][CH2:3]1. Starting materials: C(#N)C=1C=C2C(=NC1)NC=C2C=2C=C(CNC(=O)C=1C(N(C=CC1)CC1=CC(=C(C=C1)F)F)=O)C=CC2 (1-(3,4-Difluoro-benzyl)-2-oxo-1,2-dihydro-pyridine-3-carboxylic acid 3-(5-cyano-1H-pyrrolo[2,3-b]pyridin-3-yl)-benzylamide), N1=C2C(=NC=C1)NC=C2 (5H-Pyrrolo[2,3-b]pyrazine), substituted bicyclic heterocycle, CC1(OB(OC1(C)C)C1=CC=C(S1)CNC(=O)C=1C(N(C=CC1)CC1=CC(=C(C=C1)F)F)=O)C (1-(3,4-Difluoro-benzyl)-2-oxo-1,2-dihydro-pyridine-3-carboxylic acid [5-(4,4,5,5-tetramethyl-1,3,2-dioxaborolan-2-yl)-thiophen-2-ylmethyl]-amide), [B] (boron). The product is N1=C2C(=NC=C1)NC=C2C2=CC=C(S2)CNC(=O)C=2C(N(C=CC2)CC2=CC(=C(C=C2)F)F)=O (1-(3,4-Difluoro-benzyl)-2-oxo-1,2-dihydro-pyridine-3-carboxylic acid [5-(5H-pyrrolo[2,3-b]pyrazin-7-yl)-thiophen-2-ylmethyl]-amide). As a reaction SMILES: C(C1C=C2C(C3C=C(C=CC=3)CNC(C3C(=O)N(CC4C=CC(F)=C(F)C=4)C=CC=3)=O)=CNC2=NC=1)#N.CC1(C)C(C)(C)OB([C:46]2[S:50][C:49]([CH2:51][NH:52][C:53]([C:55]3[C:56](=[O:70])[N:57]([CH2:61][C:62]4[CH:67]=[CH:66][C:65]([F:68])=[C:64]([F:69])[CH:63]=4)[CH:58]=[CH:59][CH:60]=3)=[O:54])=[CH:48][CH:47]=2)O1.[B].[N:73]1[CH:78]=[CH:77][N:76]=[C:75]2[NH:79][CH:80]=[CH:81][C:74]=12>>[N:73]1[CH:78]=[CH:77][N:76]=[C:75]2[NH:79][CH:80]=[C:81]([C:46]3[S:50][C:49]([CH2:51][NH:52][C:53]([C:55]4[C:56](=[O:70])[N:57]([CH2:61][C:62]5[CH:67]=[CH:66][C:65]([F:68])=[C:64]([F:69])[CH:63]=5)[CH:58]=[CH:59][CH:60]=4)=[O:54])=[CH:48][CH:47]=3)[C:74]=12. Procedure details: Except where indicated, 1-(3,4-Difluoro-benzyl)-2-oxo-1,2-dihydro-pyridine-3-carboxylic acid [5-(5H-pyrrolo[2,3-b]pyrazin-7-yl)-thiophen-2-ylmethyl]-amide was synthesized as per Example 68, 1-(3,4-Difluoro-benzyl)-2-oxo-1,2-dihydro-pyridine-3-carboxylic acid 3-(5-cyano-1H-pyrrolo[2,3-b]pyridin-3-yl)-benzylamide) using 1-(3,4-Difluoro-benzyl)-2-oxo-1,2-dihydro-pyridine-3-carboxylic acid [5-(4,4,5,5-tetramethyl-1,3,2-dioxaborolan-2-yl)-thiophen-2-ylmethyl]-amide as activated boron species and 5H-P... Starting materials: CO, [H][H], CC(C)OC(=O)C(O)C(CC=Cc1ccc(OC(F)(F)F)cc1)C(=O)OC(C)C. Product: CC(C)OC(=O)C(O)C(CCCc1ccc(OC(F)(F)F)cc1)C(=O)OC(C)C. RXN SMILES: [CH3:32][OH:33].[H:30][H:31].[OH:1][CH:2]([C:3](=[O:4])[O:5][CH:6]([CH3:7])[CH3:8])[CH:9]([C:10](=[O:11])[O:12][CH:13]([CH3:14])[CH3:15])[CH2:16][CH:17]=[CH:18][c:19]1[cH:20][cH:21][c:22]([O:25][C:26]([F:27])([F:28])[F:29])[cH:23][cH:24]1>>[OH:1][CH:2]([C:3](=[O:4])[O:5][CH:6]([CH3:7])[CH3:8])[CH:9]([C:10](=[O:11])[O:12][CH:13]([CH3:14])[CH3:15])[CH2:16][CH2:17][CH2:18][c:19]1[cH:20][cH:21][c:22]([O:25][C:26]([F:27])([F:28])[F:29])[cH:23][cH:24]1.